This data is from the Open Reaction Database (ORD), a public repository of structured organic reaction records. The task is: describe an organic reaction: reactants, conditions, products, and yield Starting materials: Cl.CNCC(=O)NC1=C(C(=O)C2=CC=CC=C2)C=C(C=C1)Cl (2-(methylamino-acetamido)-5-chlorobenzophenone hydrochloride), C=1(C(=CC=CC1)C)C (xylene), ClCC(=O)O (chloracetic acid). Solvent: C(C)N(CC)CC (triethylamine). Yields the product Cl.C(=O)(O)CN(CC(=O)NC1=C(C(=O)C2=CC=CC=C2)C=C(C=C1)Cl)C (2-(4-carboxy-3-methyl-3-aza-butyramido)-5-chlorobenzophenone hydrochloride). Isolated yield 104.0%. RXN SMILES: Cl.[CH3:2][NH:3][CH2:4][C:5]([NH:7][C:8]1[CH:21]=[CH:20][C:19]([Cl:22])=[CH:18][C:9]=1[C:10]([C:12]1[CH:17]=[CH:16][CH:15]=[CH:14][CH:13]=1)=[O:11])=[O:6].C1(C)C(C)=CC=CC=1.Cl[CH2:32][C:33]([OH:35])=[O:34]>C(N(CC)CC)C>[ClH:22].[C:33]([CH2:32][N:3]([CH3:2])[CH2:4][C:5]([NH:7][C:8]1[CH:21]=[CH:20][C:19]([Cl:22])=[CH:18][C:9]=1[C:10]([C:12]1[CH:17]=[CH:16][CH:15]=[CH:14][CH:13]=1)=[O:11])=[O:6])([OH:35])=[O:34] |f:0.1,5.6|. Reported procedure: 4.6 g of 2-(methylamino-acetamido)-5-chlorobenzophenone hydrochloride were heated in 100 mls. of dry xylene with 3 g of triethylamine and 1.9 g of chloracetic acid for 8 hours under reflux whilst stirring. After cooling, the precipitated triethylamine hydrochloride was filtered off and the filtrate was shaken 3 times with 100 mls. of water each time. After drying over potassium carbonate and filtering, it was concentrated in vacuo, the oily crude base obtained being dissolved in 100 mls. of dry ... The reactants are C1(CCC1)(CO)CO (cyclobutane-1,1-diyldimethanol), C1(=CC=CC=C1)O (phenol), OC1=CC=C(C=C1)C(CC(=O)OC)C#CC (methyl 3-(4-hydroxyphenyl)hex-4-ynoate). Yields the product O(C1=CC=CC=C1)CC1(CCC1)COC1=CC=C(C=C1)C(CC(=O)O)C#CC (3-[4-(1-phenoxymethylcyclobutylmethoxy)phenyl]hex-4-ynoic acid). Reaction SMILES: [C:1]1([CH2:7][OH:8])([CH2:5][OH:6])[CH2:4][CH2:3][CH2:2]1.[C:9]1(O)[CH:14]=[CH:13][CH:12]=[CH:11][CH:10]=1.O[C:17]1[CH:22]=[CH:21][C:20]([CH:23]([C:29]#[C:30][CH3:31])[CH2:24][C:25]([O:27]C)=[O:26])=[CH:19][CH:18]=1>>[O:6]([CH2:5][C:1]1([CH2:7][O:8][C:17]2[CH:22]=[CH:21][C:20]([CH:23]([C:29]#[C:30][CH3:31])[CH2:24][C:25]([OH:27])=[O:26])=[CH:19][CH:18]=2)[CH2:4][CH2:3][CH2:2]1)[C:9]1[CH:14]=[CH:13][CH:12]=[CH:11][CH:10]=1. Procedure details: Analogously to example 1, cyclobutane-1,1-diyldimethanol, phenol and methyl 3-(4-hydroxyphenyl)hex-4-ynoate were used to obtain 3-[4-(1-phenoxymethylcyclobutylmethoxy)phenyl]hex-4-ynoic acid.